From a dataset of the Open Reaction Database (ORD), a public repository of structured organic reaction records. describe an organic reaction: reactants, conditions, products, and yield Reported procedure: To a solution of the product obtained in Step D (0.3 g) in a mixture of tetrahydrofuran (2.2 ml) and CH2Cl2 (2.2 ml) there is added methyl iodide (0.350 ml). A precipitate appears. The reaction mixture is stirred for one hour at ambient temperature and is then left at 4° C. overnight. The reaction mixture is evaporated to dryness and the residue obtained is used directly in the next Step. Run in O1CCCC1 (tetrahydrofuran), C(Cl)Cl (CH2Cl2). Starting materials: CN(C)CC=1C=C(NC1)C(=O)OCC (Ethyl 4-[(dimethylamino)methyl]-1H-pyrrole-2-carboxylate), CI (methyl iodide). The product is [I-].C(C)OC(=O)C1=CC(=CN1)C[N+](C)(C)C ([5-(Ethoxycarbonyl)-1H-pyrrol-3-yl]-N,N,N-trimethyl-methanaminium iodide). Run at time 1 hour. As a reaction SMILES: [CH3:1][N:2]([CH2:4][C:5]1[CH:6]=[C:7]([C:10]([O:12][CH2:13][CH3:14])=[O:11])[NH:8][CH:9]=1)[CH3:3].[CH3:15][I:16]>O1CCCC1.C(Cl)Cl>[I-:16].[CH2:13]([O:12][C:10]([C:7]1[NH:8][CH:9]=[C:5]([CH2:4][N+:2]([CH3:15])([CH3:1])[CH3:3])[CH:6]=1)=[O:11])[CH3:14] |f:4.5|. Reactants: CN1NC(C=2[C@H]3CC[C@@](C12)(C3(C)C)C)=O ((4S,7R)-1,7,8,8-tetramethyl-1,2,4,5,6,7-hexahydro-4,7-methano-indazol-3-one), CN1NC(C=2[C@H]3CC[C@@](C12)(C3(C)C)C)=O ((4S,7R)-1,7,8,8-tetramethyl-1,2,4,5,6,7-hexahydro-4,7-methano-indazol-3-one), ClC1=C(C=CC=C1)I (1-chloro-2-iodobenzene), N1=C(C=CC=C1)C(=O)O (picolinic acid), C([O-])(O)=O.[K+] (potassium bicarbonate). Reagents/catalysts: [Cu]I (copper(I) iodide). Run in C(C)(=O)OCC (ethyl acetate), Cl (HCl), CN(C=O)C (N,N-dimethylformamide). Yields the product ClC1=C(C=CC=C1)N1N(C=2[C@@]3(CC[C@H](C2C1=O)C3(C)C)C)C ((4S,7R)-2-(2-chloro-phenyl)-1,7,8,8-tetramethyl-1,2,4,5,6,7-hexahydro-4,7-methano-indazol-3-one). Isolated yield 4.7%. RXN SMILES: [CH3:1][N:2]1[C:10]2[C@@:9]3([CH3:14])[C:11]([CH3:13])([CH3:12])[C@H:6]([CH2:7][CH2:8]3)[C:5]=2[C:4](=[O:15])[NH:3]1.[Cl:16][C:17]1[CH:22]=[CH:21][CH:20]=[CH:19][C:18]=1I.N1C=CC=CC=1C(O)=O.C(=O)(O)[O-].[K+]>CN(C)C=O.Cl.C(OCC)(=O)C.[Cu]I>[Cl:16][C:17]1[CH:22]=[CH:21][CH:20]=[CH:19][C:18]=1[N:3]1[C:4](=[O:15])[C:5]2[C@@H:6]3[C:11]([CH3:12])([CH3:13])[C@@:9]([CH3:14])([CH2:8][CH2:7]3)[C:10]=2[N:2]1[CH3:1] |f:3.4|. Procedure details: A mixture of (4S,7R)-1,7,8,8-tetramethyl-1,2,4,5,6,7-hexahydro-4,7-methano-indazol-3-one (Intermediate 19; 1.24 g, 6 mmol), 1-chloro-2-iodobenzene (666 μL, 5.4 mmol), copper(I) iodide (57 mg, 0.3 mmol), picolinic acid (150 mg, 1.2 mmol), and potassium bicarbonate (840 mg, 8.4 mmol) in N,N-dimethylformamide (20 mL) was irradiated in a microwave oven at 200° C. for 160 min. The reaction mixture was diluted with 0.1 M HCl (200 mL) and then extracted with ethyl acetate (200 mL). The organic layer wa... The reactants are NC=1SC=C(N1)[C@H]1N(C[C@H](C1)S)C(=O)OCC1=CC=C(C=C1)[N+](=O)[O-] ((2S, 4S)-2-(2-aminothiazol-4-yl)-4-mercapto-1- (4-nitrobenzyloxycarbonyl)pyrrolidine), [N+](=O)([O-])C1=CC=C(COC(=O)O[C@H](C)[C@@H]2[C@H]3CC([C@@H](N3C2=O)C(=O)OCC2=CC=C(C=C2)[N+](=O)[O-])=O)C=C1 (4-nitrobenzyl (2R,5R,6S)-6-[(1R)-1- (4-nitrobenzyloxycarbonyloxy)ethyl]-3,7-dioxo-1-azabicyclo[3.2.0]heptane-2-carboxylate), C(C)(C)N(CC)C(C)C (N,N-diisopropyl-N-ethylamine), FC(S(=O)(=O)OS(=O)(=O)C(F)(F)F)(F)F (trifluoromethanesulfonic anhydride). Run in ClCCl (dichloromethane), ClCCl (dichloromethane). Conditions: time 30 minute. Product: NC=1SC=C(N1)[C@H]1N(C[C@H](C1)SC1=C(N2C([C@@H]([C@H]2C1)[C@@H](C)OC(=O)OCC1=CC=C(C=C1)[N+](=O)[O-])=O)C(=O)OCC1=CC=C(C=C1)[N+](=O)[O-])C(=O)OCC1=CC=C(C=C1)[N+](=O)[O-] (4-nitrobenzyl (5R,6S)-3-[(2S,4S)-2-(2-aminothiazol-4-yl) -1-(4-nitrobenzyloxycarbonyl)pyrrolidin-4-ylthio]-6-[(1R)-1-(4-nitrobenzyloxycarbonyloxy) ethyl]-7-oxo-1-azabicyclo[3.2.0]hept-2-ene-2-carboxylate). Isolated yield 70.0%. RXN SMILES: [N+:1]([C:4]1[CH:38]=[CH:37][C:7]([CH2:8][O:9][C:10]([O:12][C@@H:13]([C@H:15]2[C:21](=[O:22])[N:20]3[C@@H:16]2[CH2:17][C:18](=O)[C@@H:19]3[C:23]([O:25][CH2:26][C:27]2[CH:32]=[CH:31][C:30]([N+:33]([O-:35])=[O:34])=[CH:29][CH:28]=2)=[O:24])[CH3:14])=[O:11])=[CH:6][CH:5]=1)([O-:3])=[O:2].C(N(C(C)C)CC)(C)C.FC(F)(F)S(OS(C(F)(F)F)(=O)=O)(=O)=O.[NH2:63][C:64]1[S:65][CH:66]=[C:67]([C@@H:69]2[CH2:73][C@H:72]([SH:74])[CH2:71][N:70]2[C:75]([O:77][CH2:78][C:79]2[CH:84]=[CH:83][C:82]([N+:85]([O-:87])=[O:86])=[CH:81][CH:80]=2)=[O:76])[N:68]=1>ClCCl>[NH2:63][C:64]1[S:65][CH:66]=[C:67]([C@@H:69]2[CH2:73][C@H:72]([S:74][C:18]3[CH2:17][C@H:16]4[N:20]([C:21](=[O:22])[C@@H:15]4[C@H:13]([O:12][C:10]([O:9][CH2:8][C:7]4[CH:6]=[CH:5][C:4]([N+:1]([O-:3])=[O:2])=[CH:38][CH:37]=4)=[O:11])[CH3:14])[C:19]=3[C:23]([O:25][CH2:26][C:27]3[CH:32]=[CH:31][C:30]([N+:33]([O-:35])=[O:34])=[CH:29][CH:28]=3)=[O:24])[CH2:71][N:70]2[C:75]([O:77][CH2:78][C:79]2[CH:84]=[CH:83][C:82]([N+:85]([O-:87])=[O:86])=[CH:81][CH:80]=2)=[O:76])[N:68]=1. Procedure: To a solution of 4-nitrobenzyl (2R,5R,6S)-6-[(1R)-1- (4-nitrobenzyloxycarbonyloxy)ethyl]-3,7-dioxo-1-azabicyclo[3.2.0]heptane-2-carboxylate (1.92 g) in dichloromethane (50 ml) were added N,N-diisopropyl-N-ethylamine (0.76 ml) and trifluoromethanesulfonic anhydride (0.73 ml) at -30° C., and the solution was stirred at the same temperature for 30 minutes. To this solution was added (2S, 4S)-2-(2-aminothiazol-4-yl)-4-mercapto-1- (4-nitrobenzyloxycarbonyl)pyrrolidine (1.13 g) in dichloromethane (20 ... The reactants are O=C1NN=CC(N1CC#C)=O (3,5-dioxo-4-propargyl-2,3,4,5-tetrahydro-1,2,4-triazine), C=O (formalin), [OH-].[K+] (potassium hydroxide), O (water). Run in C(C)(=O)O (acetic acid). Reaction conditions: temperature 50 celsius, time 4 hour. Product: OCN1N=CC(N(C1=O)CC#C)=O (2-Hydroxymethyl-3,5-dioxo-4-propargyl-2,3,4,5-tetrahydro-1,2,4-triazine). RXN SMILES: [O:1]=[C:2]1[N:7]([CH2:8][C:9]#[CH:10])[C:6](=[O:11])[CH:5]=[N:4][NH:3]1.[CH2:12]=[O:13].[OH-].[K+].O>C(O)(=O)C>[OH:13][CH2:12][N:3]1[C:2](=[O:1])[N:7]([CH2:8][C:9]#[CH:10])[C:6](=[O:11])[CH:5]=[N:4]1 |f:2.3|. Reported procedure: A mixture of 2.08 g 3,5-dioxo-4-propargyl-2,3,4,5-tetrahydro-1,2,4-triazine, 4.1 ml 35% aqueous formalin, 0.78 g potassium hydroxide and 7 ml water was stirred at 50° C. for 4 hours. After cooling to room temperature, the reaction solution was neutralized to a pH of 7 with acetic acid and extracted with three 30-ml portions of chloroform. The chloroform layers were combined, washed with 10 ml sodium chloride-saturated water and dried over magnesium sulfate. Chloroform was concentrated under redu... The reactants are C(C)OC(C(C)(OC1=CC(=CC=C1)C1CNCCC1)C)=O (2-methyl-2-(3-piperidin-3-yl-phenoxy)-propionic acid ethyl ester), C(C)(C)C1=CC=C(COC(=O)N2C=NC=C2)C=C1 (imidazole-1-carboxylic acid-(4-isopropyl)benzyl ester), Cl (HCl). The solvent is O (water), C1(=CC=CC=C1)C (toluene). Run at time 18 hour. Yields the product C(C)(C)C1=CC=C(COC(=O)N2CC(CCC2)C2=CC(=CC=C2)OC(C)(C)C(=O)OCC)C=C1 (3-[3-(1-ethoxycarbonyl-1-methyl-ethoxy)-phenyl]-piperidine-1-carboxylic acid 4-isopropyl-benzyl ester). Yield: 77.4%. RXN SMILES: [CH2:1]([O:3][C:4](=[O:21])[C:5]([CH3:20])([O:7][C:8]1[CH:13]=[CH:12][CH:11]=[C:10]([CH:14]2[CH2:19][CH2:18][CH2:17][NH:16][CH2:15]2)[CH:9]=1)[CH3:6])[CH3:2].[CH:22]([C:25]1[CH:39]=[CH:38][C:28]([CH2:29][O:30][C:31](N2C=CN=C2)=[O:32])=[CH:27][CH:26]=1)([CH3:24])[CH3:23].Cl>C1(C)C=CC=CC=1.O>[CH:22]([C:25]1[CH:39]=[CH:38][C:28]([CH2:29][O:30][C:31]([N:16]2[CH2:17][CH2:18][CH2:19][CH:14]([C:10]3[CH:11]=[CH:12][CH:13]=[C:8]([O:7][C:5]([C:4]([O:3][CH2:1][CH3:2])=[O:21])([CH3:20])[CH3:6])[CH:9]=3)[CH2:15]2)=[O:32])=[CH:27][CH:26]=1)([CH3:24])[CH3:23]. Procedure: To a solution of 2-methyl-2-(3-piperidin-3-yl-phenoxy)-propionic acid ethyl ester (Preparation 2; Method D; 7.60 g, 17.21 mmol) in 20 mL toluene was added imidazole-1-carboxylic acid-(4-isopropyl)benzyl ester (4.20 g, 17.21 mmol) and stirred for 18 h at ambient temperature. The reaction was diluted with water (300 mL), acidified with 1 N HCl and extracted with diethyl ether (2×200 mL). The organic extracts were combined, dried over anhydrous sodium sulfate, filtered and concentrated under reduce... The solvent is C1CCOC1 (THF), O (water), C(C)(=O)OCC (ethyl acetate). Starting materials: ClC1=CC=C(C=N1)CC1=CC(=NC=2CCCCC12)C(=O)N[C@H]1CCOC[C@@H]1O (1,5-anhydro-3-[({4-[(6-chloropyridin-3-yl)methyl]-5,6,7,8-tetrahydroquinolin-2-yl}carbonyl)amino]-2,3-dideoxy-L-threo-pentitol), C([O-])([O-])=O.[Cs+].[Cs+] (cesium carbonate), CN1N=CC(=C1)B1OC(C(O1)(C)C)(C)C (1-methyl-4-(4,4,5,5-tetramethyl-1,3,2-dioxaborolan-2-yl)-1H-pyrazole), ClCCl (dichloromethane). RXN SMILES: Cl[C:2]1[N:7]=[CH:6][C:5]([CH2:8][C:9]2[C:18]3[CH2:17][CH2:16][CH2:15][CH2:14][C:13]=3[N:12]=[C:11]([C:19]([NH:21][C@@H:22]3[C@@H:27]([OH:28])[CH2:26][O:25][CH2:24][CH2:23]3)=[O:20])[CH:10]=2)=[CH:4][CH:3]=1.C(=O)([O-])[O-].[Cs+].[Cs+].[CH3:35][N:36]1[CH:40]=[C:39](B2OC(C)(C)C(C)(C)O2)[CH:38]=[N:37]1.ClCCl>C1COCC1.O.C(OCC)(=O)C.C1C=CC(P(C2C=CC=CC=2)[C-]2C=CC=C2)=CC=1.C1C=CC(P(C2C=CC=CC=2)[C-]2C=CC=C2)=CC=1.Cl[Pd]Cl.[Fe+2]>[CH3:35][N:36]1[CH:40]=[C:39]([C:2]2[N:7]=[CH:6][C:5]([CH2:8][C:9]3[C:18]4[CH2:17][CH2:16][CH2:15][CH2:14][C:13]=4[N:12]=[C:11]([C:19]([NH:21][C@@H:22]4[C@@H:27]([OH:28])[CH2:26][O:25][CH2:24][CH2:23]4)=[O:20])[CH:10]=3)=[CH:4][CH:3]=2)[CH:38]=[N:37]1 |f:1.2.3,9.10.11.12|. The reagents and catalysts are C1=CC=C(C=C1)P([C-]2C=CC=C2)C3=CC=CC=C3.C1=CC=C(C=C1)P([C-]2C=CC=C2)C3=CC=CC=C3.Cl[Pd]Cl.[Fe+2] ([1,1′-bis(diphenylphosphino)ferrocene]dichloro-palladium(II)). Product: CN1N=CC(=C1)C1=CC=C(C=N1)CC1=CC(=NC=2CCCCC12)C(=O)N[C@H]1CCOC[C@@H]1O (1,5-Anhydro-2,3-dideoxy-3-{[(4-{[6-(1-methyl-1H-pyrazol-4-yl)pyridine-3-yl]methyl}-5,6,7,8-tetrahydroquinolin-2-yl)carbonyl}amino]-L-threo-pentitol). Procedure: To a solution of 1,5-anhydro-3-[({4-[(6-chloropyridin-3-yl)methyl]-5,6,7,8-tetrahydroquinolin-2-yl}carbonyl)amino]-2,3-dideoxy-L-threo-pentitol (Example 1, 0.081 g, 0.20 mmol) in a mixture of 2 mL of THF and 0.2 mL of water under an atmosphere of nitrogen was added cesium carbonate (0.197 g, 0.605 mmol), 1-methyl-4-(4,4,5,5-tetramethyl-1,3,2-dioxaborolan-2-yl)-1H-pyrazole (0.050 g, 0.24 mmol), and [1,1′-bis(diphenylphosphino)ferrocene]dichloro-palladium(II), 1:1 complex with dichloromethane (0.0... Reactants: CCCCCCCCCCBr, CN(C)P(=O)(N(C)C)N(C)C, OC(COc1ccc(Cl)cc1)Cn1ccnc1, [H-], [Na+], O. Product: CCCCCCCCCCOC(COc1ccc(Cl)cc1)Cn1ccnc1. RXN SMILES: [Br:31][CH2:32][CH2:33][CH2:34][CH2:35][CH2:36][CH2:37][CH2:38][CH2:39][CH2:40][CH3:41].[CH3:20][N:21]([P:22]([N:23]([CH3:24])[CH3:25])([N:26]([CH3:27])[CH3:28])=[O:29])[CH3:30].[Cl:3][c:4]1[cH:5][cH:6][c:7]([O:8][CH2:9][CH:10]([CH2:11][n:12]2[cH:13][n:14][cH:15][cH:16]2)[OH:17])[cH:18][cH:19]1.[H-:1].[Na+:2].[OH2:42]>>[Cl:3][c:4]1[cH:5][cH:6][c:7]([O:8][CH2:9][CH:10]([CH2:11][n:12]2[cH:13][n:14][cH:15][cH:16]2)[O:17][CH2:32][CH2:33][CH2:34][CH2:35][CH2:36][CH2:37][CH2:38][CH2:39][CH2:40][CH3:41])[cH:18][cH:19]1.